This data is from the Open Reaction Database (ORD), a public repository of structured organic reaction records. The task is: describe an organic reaction: reactants, conditions, products, and yield Starting materials: [BH4-], COC(=O)C1CC(C)(C)CC2(CCCC2)C1=O, CO, Cc1ccccc1, [Ca+2], [Cl-], [Cl-], Cl, [Na+], O, O. The product is COC(=O)C1CC(C)(C)CC2(CCCC2)C1O. As a reaction SMILES: [BH4-:23].[CH3:1][O:2][C:3](=[O:4])[CH:5]1[C:6](=[O:17])[C:7]2([CH2:8][CH2:9][CH2:10][CH2:11]2)[CH2:12][C:13]([CH3:15])([CH3:16])[CH2:14]1.[CH3:26][OH:27].[CH3:28][c:29]1[cH:30][cH:31][cH:32][cH:33][cH:34]1.[Ca+2:21].[Cl-:20].[Cl-:22].[ClH:25].[Na+:24].[OH2:18].[OH2:19]>>[CH3:1][O:2][C:3](=[O:4])[CH:5]1[CH:6]([OH:17])[C:7]2([CH2:8][CH2:9][CH2:10][CH2:11]2)[CH2:12][C:13]([CH3:15])([CH3:16])[CH2:14]1. Starting materials: C1(CC1)CC1(CCN(CC1)S(=O)(=O)CC)C#N (4-(cyclopropylmethyl)-1-(ethylsulfonyl)piperidine-4-carbonitrile). Reagents/catalysts: [Ni] (Ni). The solvent is N.CO (NH3 MeOH). Reaction conditions: time 5 hour. The product is C1(CC1)CC1(CCN(CC1)S(=O)(=O)CC)CN (1-[4-(cyclopropylmethyl)-1-(ethylsulfonyl)-piperidin-4-yl]methanamine). RXN SMILES: [CH:1]1([CH2:4][C:5]2([C:16]#[N:17])[CH2:10][CH2:9][N:8]([S:11]([CH2:14][CH3:15])(=[O:13])=[O:12])[CH2:7][CH2:6]2)[CH2:3][CH2:2]1>N.CO.[Ni]>[CH:1]1([CH2:4][C:5]2([CH2:16][NH2:17])[CH2:6][CH2:7][N:8]([S:11]([CH2:14][CH3:15])(=[O:13])=[O:12])[CH2:9][CH2:10]2)[CH2:2][CH2:3]1 |f:1.2|. Procedure details: A solution of 4-(cyclopropylmethyl)-1-(ethylsulfonyl)piperidine-4-carbonitrile (I-4, 3.1 mg, 11.1 mmol) in 2 M NH3/MeOH (50 mL) was treated with excess Raney Ni and agitated under an atmosphere of H2 (40 psi) in a Parr apparatus. After 5 h, the reaction was filtered through Celite (MeOH wash) and concentrated under reduced pressure to afford 1-[4-(cyclopropylmethyl)-1-(ethylsulfonyl)-piperidin-4-yl]methanamine (I-5, M+H+=261.2) as a yellow oil. This material was used in subsequent reactions with...